From a dataset of the Open Reaction Database (ORD), a public repository of structured organic reaction records. describe an organic reaction: reactants, conditions, products, and yield Reactants: Cn1cc2cccc(Br)c2n1, Cc1cc(C)c(B(O)O)c(C)c1, COCCOC, CCOC(C)=O, [Na+], [Na+], O=C([O-])[O-], O. Product: Cc1cc(C)c(-c2cccc3cn(C)nc23)c(C)c1. RXN SMILES: [Br:1][c:2]1[cH:3][cH:4][cH:5][c:6]2[cH:7][n:8]([CH3:11])[n:9][c:10]12.[CH3:12][c:13]1[c:14]([B:21]([OH:22])[OH:23])[c:15]([CH3:20])[cH:16][c:17]([CH3:19])[cH:18]1.[CH3:30][O:31][CH2:32][CH2:33][O:34][CH3:35].[CH3:37][CH2:38][O:39][C:40]([CH3:41])=[O:42].[Na+:24].[Na+:25].[O-:26][C:27](=[O:28])[O-:29].[OH2:36]>>[c:2]1(-[c:14]2[c:13]([CH3:12])[cH:18][c:17]([CH3:19])[cH:16][c:15]2[CH3:20])[cH:3][cH:4][cH:5][c:6]2[cH:7][n:8]([CH3:11])[n:9][c:10]12.